From a dataset of the Open Reaction Database (ORD), a public repository of structured organic reaction records. describe an organic reaction: reactants, conditions, products, and yield Starting materials: C(c1ccc(c(c1)[N+]([O-])=O)[Cl])=O, CC1=CN=C(C=C1)N, [C-]#[N+]C1CCCCC1. Reagents/catalysts: O=C(O)C(F)(F)F (trifluoroacetic acid). Run in CC(C)O (isopropyl alcohol), CC(C)O (isopropylalcohol). Reaction conditions: temperature 22 celsius, time 20 hour. The product is Cc1ccc2nc(c3ccc(c(c3)[N+]([O-])=O)[Cl])c(NC3CCCCC3)n2c1. The yield is 1.7%. Reaction SMILES: CC1=CC=C(N)N=C1.[C-]#[N+]C1CCCCC1.ClC1=CC=C(C=O)C=C1N(=O)=O>>CC1=CN2C(C=C1)=NC(=C2NC1CCCCC1)C1=CC=C(Cl)C(=C1)N(=O)=O. The reactants are BrC=1C(=C(C=O)C=C(C1)[N+](=O)[O-])O (3-bromo-2-hydroxy-5-nitrobenzaldehyde), IC (iodomethane). The reagents and catalysts are [Ag]=O (silver oxide). Solvent: C(C)#N (acetonitrile). Conditions: temperature 50 celsius, time 2 hour. Yields the product BrC=1C(=C(C=O)C=C(C1)[N+](=O)[O-])OC (3-bromo-2-methoxy-5-nitrobenzaldehyde). Isolated yield 46.1%. RXN SMILES: [Br:1][C:2]1[C:3]([OH:13])=[C:4]([CH:7]=[C:8]([N+:10]([O-:12])=[O:11])[CH:9]=1)[CH:5]=[O:6].I[CH3:15]>[Ag]=O.C(#N)C>[Br:1][C:2]1[C:3]([O:13][CH3:15])=[C:4]([CH:7]=[C:8]([N+:10]([O-:12])=[O:11])[CH:9]=1)[CH:5]=[O:6]. Procedure details: Into an appropriately sized pressure bottle was placed commercially available 3-bromo-2-hydroxy-5-nitrobenzaldehyde (2.46 gm, 10.00 mmol), iodomethane (6.23 mL, 100 mmol), silver oxide (2.317 g, 10.00 mmol) and acetonitrile (50 mL). The bottle was sealed and heated with stirring at 50° C. for 2 h. The reaction mixture was filtered through celite and the filtrate concentrated to give a solid residue that was triturated with hexane, collected by filtration and dried. The resulting solid was purifi... Yields the product C(C)(C)(C)OC(=O)C=1SC=CC1NS(=O)(=O)C=1C(=CC=CC1)C (3-(Toluene-2-sulfonylamino)-thiophene-2-carboxylic acid tert-butyl ester). The yield is 146.8%. Starting materials: C=1(C(=CC=CC1)S(=O)(=O)NC1=C(SC=C1)C(=O)O)C (3-(Toluene-2-sulfonylamino)-thiophene-2-carboxylic acid), OS(=O)(=O)O (H2SO4). Run in O1CCOCC1.C(Cl)(Cl)Cl (1,4-dioxane CHCl3). Reported procedure: To a cold (−40° C.) mixture of 3-(Toluene-2-sulfonylamino)-thiophene-2-carboxylic acid (1.5 g, 5.05 mmol) in 1,4-dioxane/CHCl3 (1:2, 12 mL) was bubbled 2-methyl-2-propene gas (15 mL) in a sealed tube. To this was added Conc. H2SO4 (0.070 mL, 1.3 mmol) and slowly warmed up to room temperature. The resultant reaction mixture was heated at 70° C. for 2.5 days in a sealed tube, cooled to −40° C., stopper was removed. The reaction mixture was slowly brought up to room temperature and stirred until th... As a reaction SMILES: [C:1]1([CH3:19])[C:2]([S:7]([NH:10][C:11]2[CH:15]=[CH:14][S:13][C:12]=2[C:16]([OH:18])=[O:17])(=[O:9])=[O:8])=[CH:3][CH:4]=[CH:5][CH:6]=1.OS(O)(=O)=O>O1CCOCC1.C(Cl)(Cl)Cl>[C:1]([O:17][C:16]([C:12]1[S:13][CH:14]=[CH:15][C:11]=1[NH:10][S:7]([C:2]1[C:1]([CH3:19])=[CH:6][CH:5]=[CH:4][CH:3]=1)(=[O:9])=[O:8])=[O:18])([CH3:19])([CH3:2])[CH3:6] |f:2.3|. Starting materials: CC1=C(C=CC=C1)P(C1=CC=CC=C1)C1=CC=CC=C1 ((2-methylphenyl)diphenylphosphine), C(OCC)(=O)N=[N+]=[N-] (ethyl carbonazidate). Run in CCOCC (ether), CCOCC (ether). Reaction conditions: time 48 hour. Yields the product CC1=C(C=CC=C1)P(C1=CC=CC=C1)(C1=CC=CC=C1)=NC(OCC)=O ([(2-Methylphenyl)diphenylphosphoranylidene]carbamic acid, ethyl ester). Reaction SMILES: [CH3:1][C:2]1[CH:7]=[CH:6][CH:5]=[CH:4][C:3]=1[P:8]([C:15]1[CH:20]=[CH:19][CH:18]=[CH:17][CH:16]=1)[C:9]1[CH:14]=[CH:13][CH:12]=[CH:11][CH:10]=1.[C:21]([N:26]=[N+]=[N-])(=[O:25])[O:22][CH2:23][CH3:24]>CCOCC>[CH3:1][C:2]1[CH:7]=[CH:6][CH:5]=[CH:4][C:3]=1[P:8](=[N:26][C:21](=[O:25])[O:22][CH2:23][CH3:24])([C:9]1[CH:14]=[CH:13][CH:12]=[CH:11][CH:10]=1)[C:15]1[CH:20]=[CH:19][CH:18]=[CH:17][CH:16]=1. Procedure: A solution of 1.0 g of (2-methylphenyl)diphenylphosphine in 30 ml of ether was treated with 4 ml of 1M ethyl carbonazidate in ether. The mixture was allowed to stand 48 hours, then repeatedly concentrated and finally treated with fresh ether and refrigerated, giving 930 mg of the desired compound, mp 113°-114° C. The reactants are BrC1=NC=CC=C1C (2-bromo-3-methylpyridine), [Li]CCCC (n-BuLi), C(C1=CC=CC=C1)N1CCC(CC1)=O (N-benzyl-4-piperidone), [NH4+].[Cl-] (NH4Cl). Run in C1CCOC1 (THF), C1CCOC1 (THF). The product is C(C1=CC=CC=C1)N1CCC(CC1)(C1=NC=CC=C1C)O (1′-Benzyl-3-methyl-2′,3′,5′,6′-tetrahydro-1′H-[2,4′]bipyridinyl-4′-ol). The yield is 50.2%. RXN SMILES: Br[C:2]1[C:7]([CH3:8])=[CH:6][CH:5]=[CH:4][N:3]=1.[Li]CCCC.[CH2:14]([N:21]1[CH2:26][CH2:25][C:24](=[O:27])[CH2:23][CH2:22]1)[C:15]1[CH:20]=[CH:19][CH:18]=[CH:17][CH:16]=1.[NH4+].[Cl-]>C1COCC1>[CH2:14]([N:21]1[CH2:26][CH2:25][C:24]([OH:27])([C:2]2[C:7]([CH3:8])=[CH:6][CH:5]=[CH:4][N:3]=2)[CH2:23][CH2:22]1)[C:15]1[CH:16]=[CH:17][CH:18]=[CH:19][CH:20]=1 |f:3.4|. Procedure details: Following the procedure of N. I. Carruthers et al. (J. Med. Chem. 2005, 48, 1857-1872), to a −78° C. solution of 2-bromo-3-methylpyridine (10.0 g, 7.1 mL, 57.1 mmol) in THF (150 mL) was added drop wise a solution of n-BuLi (2.5 M in hexanes, 25.1 mL, 62.8 mmol) over 10 min. After 1.5 h a solution of N-benzyl-4-piperidone (10.8 g, 57.1 mmol) in THF (20 mL) was added drop wise over 15 min and the mixture was allowed to slowly warm to room temperature overnight. After 18 h sat. NH4Cl solution (40 m... Reactants: FCC1=NC2=CC=C(C=C2C(N1C1=C(C=CC=C1)C)=O)[N+](=O)[O-] (2-fluoromethyl-3-(o-tolyl)-6-nitro-4(3H)-quinazolinone), Cl (hydrochloric acid). Reagents/catalysts: [C].[Pd] (palladium-carbon). Run in [H][H] (hydrogen), [H][H] (hydrogen). Product: FCC1=NC2=CC=C(C=C2C(N1C1=C(C=CC=C1)C)=O)N (2-fluoromethyl-3-(o-tolyl)-6-amino-4(3H)-quinazolinone). Isolated yield 71.9%. RXN SMILES: [F:1][CH2:2][C:3]1[N:12]([C:13]2[CH:18]=[CH:17][CH:16]=[CH:15][C:14]=2[CH3:19])[C:11](=[O:20])[C:10]2[C:5](=[CH:6][CH:7]=[C:8]([N+:21]([O-])=O)[CH:9]=2)[N:4]=1.Cl>[H][H].[C].[Pd]>[F:1][CH2:2][C:3]1[N:12]([C:13]2[CH:18]=[CH:17][CH:16]=[CH:15][C:14]=2[CH3:19])[C:11](=[O:20])[C:10]2[C:5](=[CH:6][CH:7]=[C:8]([NH2:21])[CH:9]=2)[N:4]=1 |f:3.4|. Procedure details: A mixture of 2.0 g of 2-fluoromethyl-3-(o-tolyl)-6-nitro-4(3H)-quinazolinone, 0.2 g of 5 % palladium-carbon and 100 ml of 10 % hydrochloric acid is shaken at 40°C for 1.5 hours in hydrogen gas. The initial pressure of hydrogen gas is adjusted to 48 lb. After said reaction, the mixture is cooled and filtered to remove the catalyst. The filtrate is neutralized with sodium bicarbonate, and the precipitate is extracted with benzene. The benzene solution is dried and then evaporated to remove solvent... Product: C(CCC)C=1N(C(N(N1)C1=C(C=CC(=C1)C(NCCCC)=O)Cl)=O)CC1=CC=C(C=C1)C1=C(C=CC=C1)S(NC(C1=C(C=CC=C1)Cl)=O)(=O)=O (5-n-Butyl-2-[5-(N-n-butylcarbamoyl)-2-chlorophenyl]-4-[[2'-[N-(2-chlorobenzoyl)sulfamoyl]biphenyl-4-yl]methyl]-2,4-dihydro-3H-1,2,4-triazol-3one). Reaction SMILES: [CH2:1]([C:5]1[N:6]([CH2:22][C:23]2[CH:28]=[CH:27][C:26]([C:29]3[CH:34]=[CH:33][CH:32]=[CH:31][C:30]=3[S:35](=[O:47])(=[O:46])[NH:36][C:37](=[O:45])[C:38]3[CH:43]=[CH:42][CH:41]=[CH:40][C:39]=3[Cl:44])=[CH:25][CH:24]=2)[C:7](=[O:21])[N:8]([C:10]2[CH:15]=[C:14]([C:16](OC)=[O:17])[CH:13]=[CH:12][C:11]=2[Cl:20])[N:9]=1)[CH2:2][CH2:3][CH3:4]>C(N)CCC>[CH2:1]([C:5]1[N:6]([CH2:22][C:23]2[CH:24]=[CH:25][C:26]([C:29]3[CH:34]=[CH:33][CH:32]=[CH:31][C:30]=3[S:35](=[O:46])(=[O:47])[NH:36][C:37](=[O:45])[C:38]3[CH:43]=[CH:42][CH:41]=[CH:40][C:39]=3[Cl:44])=[CH:27][CH:28]=2)[C:7](=[O:21])[N:8]([C:10]2[CH:15]=[C:14]([C:16](=[O:17])[NH:6][CH2:5][CH2:1][CH2:2][CH3:3])[CH:13]=[CH:12][C:11]=2[Cl:20])[N:9]=1)[CH2:2][CH2:3][CH3:4]. Starting materials: C(CCC)C=1N(C(N(N1)C1=C(C=CC(=C1)C(=O)OC)Cl)=O)CC1=CC=C(C=C1)C1=C(C=CC=C1)S(NC(C1=C(C=CC=C1)Cl)=O)(=O)=O (5-n-butyl-2-[5-(carbomethoxy)-2-chlorophenyl]-4-[[2'-[N-(2-chlorobenzoyl)sulfamoyl]biphenyl-4-yl]methyl]-2,4-dihydro-3H-1,2,4-triazol-3-one). Procedure details: A solution of 100 mg (0.14 mmole) of 5-n-butyl-2-[5-(carbomethoxy)-2-chlorophenyl]-4-[[2'-[N-(2-chlorobenzoyl)sulfamoyl]biphenyl-4-yl]methyl]-2,4-dihydro-3H-1,2,4-triazol-3-one (from Step D), in 1 mL of n-butylamine was stirred at 65° C. overnight. After removal of excess n-butylamine, the crude product was flash chromatographed over silica gel (gradient elution with 0.5-5.0% MeOH/CH2Cl2) to give 96 mg (91%) of the desired product as a white solid, mp >155° C. (gradual), homogeneous by TLC in 95... Run in C(CCC)N (n-butylamine). The yield is 186.7%.